Dataset: the Open Reaction Database (ORD), a public repository of structured organic reaction records. Task: describe an organic reaction: reactants, conditions, products, and yield Starting materials: COC1=CC=C(C=C1)C=1S(C=CC(C1)=O)=C ((4-methoxyphenyl)-methylene-4H-thiopyran-4-one), NC=1SCCN1 (2-amino-2-thiazoline). The solvent is CC(=O)C (acetone). The product is COC1=CC=C(C=C1)C1C2=C(N=C3N1CCS3)C(CSC2)=CC2=CC=C(C=C2)OC (2,3,8,9-Tetrahydro-5-(4-methoxyphenyl)-9-[(4-methoxyphenyl)methylene]-5H,6H-thiazolo[3,2-a]thiopyrano[4,3-d]pyrimidine). RXN SMILES: [CH3:1][O:2][C:3]1[CH:8]=[CH:7][C:6]([C:9]2[S:10](=[CH2:16])[CH:11]=[CH:12][C:13](=O)[CH:14]=2)=[CH:5][CH:4]=1.[NH2:17][C:18]1[S:19][CH2:20][CH2:21][N:22]=1>CC(C)=O>[CH3:1][O:2][C:3]1[CH:8]=[CH:7][C:6]([CH:9]2[N:22]3[CH2:21][CH2:20][S:19][C:18]3=[N:17][C:13]3[C:12](=[CH:9][C:6]4[CH:7]=[CH:8][C:3]([O:2][CH3:1])=[CH:4][CH:5]=4)[CH2:11][S:10][CH2:16][C:14]2=3)=[CH:5][CH:4]=1. Reported procedure: A mixture of tetrahydro-3,5-bis[(4-methoxyphenyl)-methylene-4H-thiopyran-4-one (4.9 g, 14 mmole) and 2-amino-2-thiazoline (1.8 g, 17.6 mmole) in acetone (300 ml) is heated at reflux temperature overnight. The precipitate (4.7 g) collected is a mixture of starting ketone and intermediate aminol (4-[(4,5-dihydro-2-thiazolyl)amino]tetrahydro-3,5-bis[(4-methoxyphenyl)methylene]thiopyran-4-ol) in a ratio of 4:6. The reactants are [Br-], COc1ccc(NC(=O)c2ccccc2NC(=O)c2ccc(C(C)=O)cc2)cc1, C[Mg+], CCOCC, C1CCOC1. Product: COc1ccc(NC(=O)c2ccccc2NC(=O)c2ccc(C(C)(C)O)cc2)cc1. As a reaction SMILES: [Br-:30].[C:1]([CH3:2])(=[O:3])[c:4]1[cH:5][cH:6][c:7]([C:8](=[O:9])[NH:10][c:11]2[c:12]([C:13](=[O:14])[NH:15][c:16]3[cH:17][cH:18][c:19]([O:22][CH3:23])[cH:20][cH:21]3)[cH:24][cH:25][cH:26][cH:27]2)[cH:28][cH:29]1.[CH3:31][Mg+:32].[CH3:33][CH2:34][O:35][CH2:36][CH3:37].[O:38]1[CH2:39][CH2:40][CH2:41][CH2:42]1>>[C:1]([CH3:2])([OH:3])([c:4]1[cH:5][cH:6][c:7]([C:8](=[O:9])[NH:10][c:11]2[c:12]([C:13](=[O:14])[NH:15][c:16]3[cH:17][cH:18][c:19]([O:22][CH3:23])[cH:20][cH:21]3)[cH:24][cH:25][cH:26][cH:27]2)[cH:28][cH:29]1)[CH3:33].